From a dataset of the Open Reaction Database (ORD), a public repository of structured organic reaction records. describe an organic reaction: reactants, conditions, products, and yield Run at temperature 80 celsius. Reactants: OC1=NC=C(C=C1[N+](=O)[O-])C(F)(F)F (2-Hydroxy-3-nitro-5-trifluoromethylpyridine), P(=O)(Cl)(Cl)Cl (phosphorous oxychloride), P(Cl)(Cl)(Cl)(Cl)Cl (phosphorous pentachloride), ice water. As a reaction SMILES: O[C:2]1[C:7]([N+:8]([O-:10])=[O:9])=[CH:6][C:5]([C:11]([F:14])([F:13])[F:12])=[CH:4][N:3]=1.P(Cl)(Cl)([Cl:17])=O.P(Cl)(Cl)(Cl)(Cl)Cl>C(Cl)(Cl)Cl>[Cl:17][C:2]1[C:7]([N+:8]([O-:10])=[O:9])=[CH:6][C:5]([C:11]([F:14])([F:13])[F:12])=[CH:4][N:3]=1. Product: ClC1=NC=C(C=C1[N+](=O)[O-])C(F)(F)F (2-Chloro-3-nitro-5-trifluoromethylpyridine). Procedure: 2-Hydroxy-3-nitro-5-trifluoromethylpyridine (8.8 g, 42.3 mmol) was added to a mixture of phosphorous oxychloride (4.2 mL, 45.9 mmol) and phosphorous pentachloride (9.6 g, 46.1 mmol) at 60° C. The reaction mixture was then heated under nitrogen at 80° C. overnight. The resulting dark product mixture was allowed to cool to room temperature and was poured into ice/water. The mixture was extracted with ether and the ether extract was washed with water and brine. After drying over magnesium sulfate, ... Solvent: C(Cl)(Cl)Cl (chloroform).